Task: describe an organic reaction: reactants, conditions, products, and yield. Dataset: the Open Reaction Database (ORD), a public repository of structured organic reaction records The reactants are Cc1ccc2c(c1)c(Cl)c(C#N)c(=O)n2Cc1ccccc1, C1CNCCN1, ClCCl. Yields the product Cc1ccc2c(c1)c(N1CCNCC1)c(C#N)c(=O)n2Cc1ccccc1. Reaction SMILES: [CH2:1]([c:2]1[cH:3][cH:4][cH:5][cH:6][cH:7]1)[n:8]1[c:9](=[O:22])[c:10]([C:20]#[N:21])[c:11]([Cl:19])[c:12]2[cH:13][c:14]([CH3:18])[cH:15][cH:16][c:17]12.[CH2:23]1[CH2:24][NH:25][CH2:26][CH2:27][NH:28]1.[Cl:29][CH2:30][Cl:31]>>[CH2:1]([c:2]1[cH:3][cH:4][cH:5][cH:6][cH:7]1)[n:8]1[c:9](=[O:22])[c:10]([C:20]#[N:21])[c:11]([N:25]2[CH2:24][CH2:23][NH:28][CH2:27][CH2:26]2)[c:12]2[cH:13][c:14]([CH3:18])[cH:15][cH:16][c:17]12.